This data is from the Open Reaction Database (ORD), a public repository of structured organic reaction records. The task is: describe an organic reaction: reactants, conditions, products, and yield Reactants: [N+](=O)([O-])[O-].[K+] (KNO3), BrC1=C2NC(C(NC2=CC(=C1)Br)=O)=O (5,7-Dibromo-1,4-dihydroquinoxaline-2,3-dione), ice water. Run in OS(=O)(=O)O (H2SO4). Reaction conditions: temperature 0 celsius, time 3 hour. The product is [N+](=O)([O-])C=1C(=C2NC(C(NC2=CC1Br)=O)=O)Br (6-nitro-5,7-dibromo-1,4-dihydro-2,3-quinoxalinedione). Isolated yield 84.6%. As a reaction SMILES: [Br:1][C:2]1[CH:11]=[C:10]([Br:12])[CH:9]=[C:8]2[C:3]=1[NH:4][C:5](=[O:14])[C:6](=[O:13])[NH:7]2.[N+:15]([O-])([O-:17])=[O:16].[K+]>OS(O)(=O)=O>[N+:15]([C:11]1[C:2]([Br:1])=[C:3]2[C:8](=[CH:9][C:10]=1[Br:12])[NH:7][C:6](=[O:13])[C:5](=[O:14])[NH:4]2)([O-:17])=[O:16] |f:1.2|. Procedure details: The method of Cheeseman, supra. was adapted. 5,7-Dibromo-1,4-dihydroquinoxaline-2,3-dione (74 mg, 0.23 mMol) was dissolved in concentrated H2SO4 (1 mL) at 0° C. for 30 mins., and then KNO3 (28 mg, 0.27 mMol, Baker) was added to this solution. The mixture was stirred at 0° C. for 3 h and then at room temperature for 30h. It was poured into ice water (8 g) and the precipitate was collected by filtration, was dissolved into 1N KOH (5 mL), and the red precipitate was removed by filtration. The solut... The reactants are COC1=CC=C(C(=O)NC=2C(=CC=CC2)NC(=O)C2CCN(CC2)CC2=CC=CC=C2)C=C1 (N1-(4-methoxybenzoyl)-N2-(1-benzylpiperidin-4-ylcarbonyl)-1,2-benzenediamine), Cl (hydrochloric acid), pallidium-on-carbon. Run in C(C)O (ethanol). Reaction conditions: time 16 hour. Yields the product COC1=CC=C(C(=O)NC=2C(=CC=CC2)NC(=O)C2CCNCC2)C=C1 (N1-(4-Methoxybenzoyl)-N2-(piperidin-4-ylcarbonyl)-1,2-benzenediamine). Isolated yield 80.7%. Reaction SMILES: [CH3:1][O:2][C:3]1[CH:33]=[CH:32][C:6]([C:7]([NH:9][C:10]2[C:11]([NH:16][C:17]([CH:19]3[CH2:24][CH2:23][N:22](CC4C=CC=CC=4)[CH2:21][CH2:20]3)=[O:18])=[CH:12][CH:13]=[CH:14][CH:15]=2)=[O:8])=[CH:5][CH:4]=1.Cl>C(O)C>[CH3:1][O:2][C:3]1[CH:4]=[CH:5][C:6]([C:7]([NH:9][C:10]2[C:11]([NH:16][C:17]([CH:19]3[CH2:20][CH2:21][NH:22][CH2:23][CH2:24]3)=[O:18])=[CH:12][CH:13]=[CH:14][CH:15]=2)=[O:8])=[CH:32][CH:33]=1. Procedure details: A solution of N1-(4-methoxybenzoyl)-N2-(1-benzylpiperidin-4-ylcarbonyl)-1,2-benzenediamine (1.02 g, 2.30 †mmol), 1 N aqueous hydrochloric acid (5 mL), and 5% pallidium-on-carbon (1.06 g) in ethanol (100 mL) was placed under a hydrogen atmosphere (1 bar). After 16 h, the mixture was filtered through diatomaceous earth and the filtrate concentrated in vacuo. The residue was treated with 1 N aqueous sodium hydroxide followed by ethyl acetate. The aqueous layer was extracted twice with ethyl acetate... Starting materials: CCO, C=Cc1ccc2c3c1OC1C(=O)CCC4C(C2)N(C)CCC314. Yields the product CCc1ccc2c3c1OC1C(=O)CCC4C(C2)N(C)CCC314. As a reaction SMILES: [CH3:23][CH2:24][OH:25].[O:1]1[c:2]2[c:3]([CH:21]=[CH2:22])[cH:4][cH:5][c:6]3[c:15]2[C:14]24[CH:9]([CH:8]([CH2:7]3)[N:18]([CH3:19])[CH2:17][CH2:16]2)[CH2:10][CH2:11][C:12](=[O:20])[CH:13]14>>[O:1]1[c:2]2[c:3]([CH2:21][CH3:22])[cH:4][cH:5][c:6]3[c:15]2[C:14]24[CH:9]([CH:8]([CH2:7]3)[N:18]([CH3:19])[CH2:17][CH2:16]2)[CH2:10][CH2:11][C:12](=[O:20])[CH:13]14. Starting materials: CC1NC(C=2N(C1)N=C(C2)COC2=CC=CC=C2)=O (rac-6-methyl-2-phenoxymethyl-6,7-dihydro-5H-pyrazolo[1,5-a]pyrazin-4-one), C(C)OC(=O)C=1NN=C(C1)COC1=CC=CC=C1 (5-phenoxymethyl-2H-pyrazole-3-carboxylic acid ethyl ester), C(C)(C)(C)OC(N[C@@H](CO)C)=O ((1R)-2-hydroxy-1-methyl-ethyl-carbamic acid tert-butyl ester), CC1NCC=2N(C1)N=C(C2)COC2=CC=CC=C2 (rac-6-methyl-2-phenoxymethyl-4,5,6,7-tetrahydro-pyrazolo[1,5-a]pyrazine), C(C)OC(=O)C=1N(N=C(C1)COC1=CC=CC=C1)CC(C)NC(=O)OC(C)(C)C (rac-2-(2-tert-butoxycarbonylamino-propyl)-5-phenoxymethyl-2H-pyrazole-3-carboxylic acid ethyl ester). The product is C[C@H]1NCC=2N(C1)N=C(C2)COC2=CC=CC=C2 ((6R)-6-methyl-2-phenoxymethyl-4,5,6,7-tetrahydro-pyrazolo[1,5-a]pyrazine). RXN SMILES: C(OC(C1NN=C(COC2C=CC=CC=2)C=1)=O)C.C(OC(=O)N[C@H](C)CO)(C)(C)C.C(OC([C:36]1[N:37]([CH2:49][CH:50]([NH:52][C:53](OC(C)(C)C)=O)[CH3:51])[N:38]=[C:39]([CH2:41][O:42][C:43]2[CH:48]=[CH:47][CH:46]=[CH:45][CH:44]=2)[CH:40]=1)=O)C.CC1CN2N=C(COC3C=CC=CC=3)C=C2C(=O)N1.CC1CN2N=C(COC3C=CC=CC=3)C=C2CN1>>[CH3:51][C@@H:50]1[CH2:49][N:37]2[N:38]=[C:39]([CH2:41][O:42][C:43]3[CH:44]=[CH:45][CH:46]=[CH:47][CH:48]=3)[CH:40]=[C:36]2[CH2:53][NH:52]1. Procedure: The compound was prepared from 5-phenoxymethyl-2H-pyrazole-3-carboxylic acid ethyl ester and (1R)-2-hydroxy-1-methyl-ethyl-carbamic acid tert-butyl ester using the methods described in the preceding examples 11 (rac-2-(2-tert-butoxycarbonylamino-propyl)-5-phenoxymethyl-2H-pyrazole-3-carboxylic acid ethyl ester), 12 (rac-6-methyl-2-phenoxymethyl-6,7-dihydro-5H-pyrazolo[1,5-a]pyrazin-4-one), and 13 (rac-6-methyl-2-phenoxymethyl-4,5,6,7-tetrahydro-pyrazolo[1,5-a]pyrazine).